This data is from the Open Reaction Database (ORD), a public repository of structured organic reaction records. The task is: describe an organic reaction: reactants, conditions, products, and yield Starting materials: BrC(C(Br)(F)F)(F)F (1,2-dibromotetrafluoroethane), CS(=O)C (DMSO), OC1=CC=C(C=C1)C(C)(C1=CC=C(C=C1)O)C1=CC=C(C=C1)O (1,1,1-tris(4'-hydroxyphenyl)ethane), [OH-].[K+] (potassium hydroxide). The solvent is O (water), C1(=CC=CC=C1)C (toluene). Conditions: temperature 35 celsius, time 15 minute. Yields the product BrC(C(OC1=CC=C(C=C1)C(C)(C1=CC=C(C=C1)OC(C(Br)(F)F)(F)F)C1=CC=C(C=C1)OC(C(Br)(F)F)(F)F)(F)F)(F)F (1,1,1-tris(4'-[2"-bromotetrafluoroethoxy]phenyl)ethane). Isolated yield 12.2%. As a reaction SMILES: CS(C)=O.[OH:5][C:6]1[CH:11]=[CH:10][C:9]([C:12]([C:21]2[CH:26]=[CH:25][C:24]([OH:27])=[CH:23][CH:22]=2)([C:14]2[CH:19]=[CH:18][C:17]([OH:20])=[CH:16][CH:15]=2)[CH3:13])=[CH:8][CH:7]=1.[OH-].[K+].Br[C:31]([F:37])([F:36])[C:32]([F:35])([F:34])[Br:33]>O.C1(C)C=CC=CC=1>[Br:33][C:32]([F:35])([F:34])[C:31]([F:37])([F:36])[O:5][C:6]1[CH:11]=[CH:10][C:9]([C:12]([C:14]2[CH:19]=[CH:18][C:17]([O:20][C:31]([F:37])([F:36])[C:32]([F:35])([F:34])[Br:33])=[CH:16][CH:15]=2)([C:21]2[CH:22]=[CH:23][C:24]([O:27][C:31]([F:37])([F:36])[C:32]([F:35])([F:34])[Br:33])=[CH:25][CH:26]=2)[CH3:13])=[CH:8][CH:7]=1 |f:2.3|. Procedure details: A 1 liter 5-necked round bottom flask is fitted with a mechanical stirrer, a Dean-Stark trap topped with a nitrogen padded reflux condenser, and a thermocouple attached to a temperature controller. A mixture of DMSO (450 ml), toluene (150 ml), and 1,1,1-tris(4'-hydroxyphenyl)ethane (55.1 g, 0.18 mole) is added to the flask under nitrogen purge. After stirring for 15 minutes under a vigorous nitrogen purge, potassium hydroxide (85% pellets, 80.0 g, 1.2 mole) is slowly added to the reaction flask.... The reactants are N1CCC(CC1)C1=NSC2=C1C=CC=C2 (3-(4-piperidinyl)-1,2-benzisothiazole), C1(CC1)CCl (cyclopropylmethyl chloride), C([O-])([O-])=O.[K+].[K+] (potassium carbonate), [I-].[K+] (potassium iodide), Br.CCOCC (hydrogen bromide ether). Run in CN(C=O)C (dimethylformamide), O (water), CCOCC (ether). Yields the product Br.C1(CC1)CN1CCC(CC1)C1=NSC2=C1C=CC=C2 (3-{1-(cyclopropylmethyl)-4-piperidinyl}-1,2-benzisothiazole hydrobromide). Isolated yield 25.0%. As a reaction SMILES: [NH:1]1[CH2:6][CH2:5][CH:4]([C:7]2[C:11]3[CH:12]=[CH:13][CH:14]=[CH:15][C:10]=3[S:9][N:8]=2)[CH2:3][CH2:2]1.[CH:16]1([CH2:19]Cl)[CH2:18][CH2:17]1.C(=O)([O-])[O-].[K+].[K+].[I-].[K+].[BrH:29].CCOCC>CCOCC.O.CN(C)C=O>[BrH:29].[CH:16]1([CH2:19][N:1]2[CH2:2][CH2:3][CH:4]([C:7]3[C:11]4[CH:12]=[CH:13][CH:14]=[CH:15][C:10]=4[S:9][N:8]=3)[CH2:5][CH2:6]2)[CH2:18][CH2:17]1 |f:2.3.4,5.6,7.8,12.13|. Procedure details: A stirred mixture of 5.0 g of 3-(4-piperidinyl)-1,2-benzisothiazole, 2.30 g of cyclopropylmethyl chloride, 7.95 g of potassium carbonate, 0.25 g of potassium iodide and 90 ml of dimethylformamide was heated at 90° for 20 hrs. The reaction mixture was poured into water and extracted with ethyl acetate. The organic extract was dried over anhydrous magnesium sulfate and the solvent was removed in vacuo to yield an oil. The oil was dissolved in ether and saturated hydrogen bromide/ether solution was... Starting materials: ClC=1C=C(C=CC1)[C@@H]([C@H]1CN(CCC1)C(=O)N[C@H](CN(C(OC(C)(C)C)=O)C)CC1CCCCC1)OCCCC(=O)NC (tert-butyl (S)-2-((R)-3-((R)-(3-chlorophenyl)(4-(methylamino)-4-oxobutoxy)methyl)piperidine-1-carboxamido)-3-cyclohexylpropyl(methyl)carbamate), C([O-])(O)=O.[Na+] (sodium bicarbonate). The product is ClC=1C=C(C=CC1)[C@@H]([C@H]1CN(CCC1)C(=O)N[C@@H](CC1CCCCC1)CNC)OCCCC(=O)NC ((R)-3-((R)-(3-chlorophenyl)(4-(methylamino)-4-oxobutoxy)methyl)-N—((S)-1-cyclohexyl-3-(methylamino)propan-2-yl)piperidine-1-carboxamide). As a reaction SMILES: [Cl:1][C:2]1[CH:3]=[C:4]([C@H:8]([O:36][CH2:37][CH2:38][CH2:39][C:40]([NH:42][CH3:43])=[O:41])[C@@H:9]2[CH2:14][CH2:13][CH2:12][N:11]([C:15]([NH:17][C@@H:18]([CH2:29][CH:30]3[CH2:35][CH2:34][CH2:33][CH2:32][CH2:31]3)[CH2:19][N:20](C)[C:21](=O)OC(C)(C)C)=[O:16])[CH2:10]2)[CH:5]=[CH:6][CH:7]=1.C(=O)(O)[O-].[Na+]>C(O)(C(F)(F)F)=O.C(Cl)Cl>[Cl:1][C:2]1[CH:3]=[C:4]([C@H:8]([O:36][CH2:37][CH2:38][CH2:39][C:40]([NH:42][CH3:43])=[O:41])[C@@H:9]2[CH2:14][CH2:13][CH2:12][N:11]([C:15]([NH:17][C@H:18]([CH2:19][NH:20][CH3:21])[CH2:29][CH:30]3[CH2:31][CH2:32][CH2:33][CH2:34][CH2:35]3)=[O:16])[CH2:10]2)[CH:5]=[CH:6][CH:7]=1 |f:1.2,3.4|. Reaction conditions: time 1 hour. Yield: 7.9%. The solvent is C(=O)(C(F)(F)F)O.C(Cl)Cl (TFA CH2Cl2). Procedure: tert-butyl (S)-2-((R)-3-((R)-(3-chlorophenyl)(4-(methylamino)-4-oxobutoxy)methyl)piperidine-1-carboxamido)-3-cyclohexylpropyl(methyl)carbamate (50 mg, 0.08 mmol) was dissolved in a solution of 20% (V/V) TFA/CH2Cl2 (10 mL). The reaction mixture was stirred at rt for 1 h, a solution of saturated sodium bicarbonate was added dropwise to adjust pH=7-8. The resulting mixture was extracted with CH2Cl2 (3×15 mL), washed with brine, dried over Na2SO4, and concentrated in vacuo. The residue was purified ...